From a dataset of the Open Reaction Database (ORD), a public repository of structured organic reaction records. describe an organic reaction: reactants, conditions, products, and yield The reactants are FC(F)(F)I, [Fe+2], OO, O=S(=O)(O)O, O=S(=O)([O-])[O-], O=S(c1ccccc1)c1ccccc1, O=c1cc[nH]c(=O)[nH]1. The product is O=c1[nH]cc(C(F)(F)F)c(=O)[nH]1. Reaction SMILES: [F:9][C:10]([F:11])([F:12])[I:13].[Fe+2:40].[OH:33][OH:34].[S:28](=[O:29])(=[O:30])([OH:31])[OH:32].[S:35]([O-:36])([O-:37])(=[O:38])=[O:39].[c:14]1([S:15]([c:16]2[cH:17][cH:18][cH:19][cH:20][cH:21]2)=[O:22])[cH:23][cH:24][cH:25][cH:26][cH:27]1.[nH:1]1[c:2](=[O:3])[nH:4][c:5](=[O:6])[cH:7][cH:8]1>>[nH:1]1[c:2](=[O:3])[nH:4][c:5](=[O:6])[c:7]([C:10]([F:9])([F:11])[F:12])[cH:8]1.